describe an organic reaction: reactants, conditions, products, and yield From a dataset of the Open Reaction Database (ORD), a public repository of structured organic reaction records. The reactants are C(C)OC(C(F)(F)F)=CC1=CN=CN1S(=O)(=O)C1=CC=C(C)C=C1 (2-ethoxy-1,1,1-trifluoro-3-(1-tosyl-5-imidazolyl)prop-2-ene), S(O)(O)(=O)=O (sulfuric acid). The solvent is CCOCC (ether), O (water). Reaction conditions: temperature 25 celsius, time 0.5 hour. Product: S(=O)(=O)(C1=CC=C(C)C=C1)N1C=NC=C1CC(=O)C(F)(F)F (trifluoromethyl 1-tosylimidazol-5-ylmethyl ketone). RXN SMILES: C([O:3][C:4](=[CH:9][C:10]1[N:14]([S:15]([C:18]2[CH:24]=[CH:23][C:21]([CH3:22])=[CH:20][CH:19]=2)(=[O:17])=[O:16])[CH:13]=[N:12][CH:11]=1)[C:5]([F:8])([F:7])[F:6])C.S(=O)(=O)(O)O>CCOCC.O>[S:15]([N:14]1[C:10]([CH2:9][C:4]([C:5]([F:8])([F:6])[F:7])=[O:3])=[CH:11][N:12]=[CH:13]1)([C:18]1[CH:19]=[CH:20][C:21]([CH3:22])=[CH:23][CH:24]=1)(=[O:16])=[O:17]. Reported procedure: A mixture of 20 mmole of 5-acetoxymethyl-1-tosylimidazole and 22 mmole of triphenylphosphine in 100 ml of benzene is heated at reflux temperature for 4 days. The solid which separates on cooling is filtered, washed with benzene, dried under reduced pressure then added slowly to a solution of 20 mmole of sodium amide in 100 ml of liquid ammonia (prepared by adding 0.46 g of sodium to liquid ammonia in the presence of a catalytic amount of ferric nitrate). After stirring for 10 minutes the ammonia... Starting materials: Cc1ccccc1, CC(C)C1OC2CCC=CCCC=CCCC2O1. Product: CC(C)COC1CCC=CCCC=CCCC1O. As a reaction SMILES: [CH3:19][c:20]1[cH:21][cH:22][cH:23][cH:24][cH:25]1.[CH:1]([CH3:2])([CH3:3])[CH:4]1[O:5][CH:6]2[CH2:7][CH2:8][CH:9]=[CH:10][CH2:11][CH2:12][CH:13]=[CH:14][CH2:15][CH2:16][CH:17]2[O:18]1>>[CH:1]([CH3:2])([CH3:3])[CH2:4][O:5][CH:6]1[CH2:7][CH2:8][CH:9]=[CH:10][CH2:11][CH2:12][CH:13]=[CH:14][CH2:15][CH2:16][CH:17]1[OH:18]. As a reaction SMILES: [C:10]([CH3:11])([CH3:12])([CH3:13])[Si:14]([O:15][CH:16]([CH:17]([CH3:18])[CH:19]1[O:20][CH:21]([c:26]2[cH:27][cH:28][c:29]([O:32][CH3:33])[cH:30][cH:31]2)[O:22][CH2:23][CH:24]1[CH3:25])[CH2:34][CH2:35][CH:36]([CH2:37][CH:38]([CH:39]([CH:40]([CH:41]=[CH:42][CH:43]([CH2:44][CH:45]([CH:46]([CH:47]=[CH:48][CH2:49][O:50][C:51]([c:52]1[cH:53][cH:54][cH:55][cH:56][cH:57]1)([c:58]1[cH:59][cH:60][cH:61][cH:62][cH:63]1)[c:64]1[cH:65][cH:66][cH:67][cH:68][cH:69]1)[CH3:70])[O:71][Si:72]([CH3:73])([CH3:74])[C:75]([CH3:76])([CH3:77])[CH3:78])[O:79][Si:80]([CH3:81])([CH3:82])[C:83]([CH3:84])([CH3:85])[CH3:86])[CH3:87])[O:88][Si:89]([CH3:90])([CH3:91])[C:92]([CH3:93])([CH3:94])[CH3:95])[CH3:96])[CH3:97])([CH3:98])[CH3:99].[CH3:1][CH:2]([CH2:3][AlH:4][CH2:5][CH:6]([CH3:7])[CH3:8])[CH3:9].[Cl:102][CH2:103][Cl:104].[N:100]#[N:101]>>[C:10]([CH3:11])([CH3:12])([CH3:13])[Si:14]([O:15][CH:16]([CH:17]([CH3:18])[CH:19]([O:20][CH2:21][c:26]1[cH:27][cH:28][c:29]([O:32][CH3:33])[cH:30][cH:31]1)[CH:24]([CH2:23][OH:22])[CH3:25])[CH2:34][CH2:35][CH:36]([CH2:37][CH:38]([CH:39]([CH:40]([CH:41]=[CH:42][CH:43]([CH2:44][CH:45]([CH:46]([CH:47]=[CH:48][CH2:49][O:50][C:51]([c:52]1[cH:53][cH:54][cH:55][cH:56][cH:57]1)([c:58]1[cH:59][cH:60][cH:61][cH:62][cH:63]1)[c:64]1[cH:65][cH:66][cH:67][cH:68][cH:69]1)[CH3:70])[O:71][Si:72]([CH3:73])([CH3:74])[C:75]([CH3:76])([CH3:77])[CH3:78])[O:79][Si:80]([CH3:81])([CH3:82])[C:83]([CH3:84])([CH3:85])[CH3:86])[CH3:87])[O:88][Si:89]([CH3:90])([CH3:91])[C:92]([CH3:93])([CH3:94])[CH3:95])[CH3:96])[CH3:97])([CH3:98])[CH3:99]. The product is COc1ccc(COC(C(C)CO)C(C)C(CCC(C)CC(C)C(O[Si](C)(C)C(C)(C)C)C(C)C=CC(CC(O[Si](C)(C)C(C)(C)C)C(C)C=CCOC(c2ccccc2)(c2ccccc2)c2ccccc2)O[Si](C)(C)C(C)(C)C)O[Si](C)(C)C(C)(C)C)cc1. Starting materials: COc1ccc(C2OCC(C)C(C(C)C(CCC(C)CC(C)C(O[Si](C)(C)C(C)(C)C)C(C)C=CC(CC(O[Si](C)(C)C(C)(C)C)C(C)C=CCOC(c3ccccc3)(c3ccccc3)c3ccccc3)O[Si](C)(C)C(C)(C)C)O[Si](C)(C)C(C)(C)C)O2)cc1, CC(C)C[AlH]CC(C)C, ClCCl, N#N. Reactants: CCOCC, O=C(Cl)Cl, CNc1ccc(C(O)(C(F)(F)F)C(F)(F)F)cc1, [Na+], O=C([O-])O, O, c1ccccc1. Product: CN(C(=O)Cl)c1ccc(C(O)(C(F)(F)F)C(F)(F)F)cc1. As a reaction SMILES: [CH3:28][CH2:29][O:30][CH2:31][CH3:32].[Cl:24][C:25]([Cl:26])=[O:27].[F:1][C:2]([C:3]([C:4]([F:5])([F:6])[F:7])([OH:8])[c:9]1[cH:10][cH:11][c:12]([NH:13][CH3:14])[cH:15][cH:16]1)([F:17])[F:18].[Na+:23].[O-:19][C:20]([OH:21])=[O:22].[OH2:33].[cH:34]1[cH:35][cH:36][cH:37][cH:38][cH:39]1>>[F:1][C:2]([C:3]([C:4]([F:5])([F:6])[F:7])([OH:8])[c:9]1[cH:10][cH:11][c:12]([N:13]([CH3:14])[C:25]([Cl:24])=[O:27])[cH:15][cH:16]1)([F:17])[F:18]. The reactants are ClC1=NC=C(C(=N1)NC1=CC=C(C=C1)OCC)F (2-chloro-N4-(4-ethoxyphenyl)-5-fluoro-4-pyrimidineamine), C1OC=2C=C(N)C=CC2OC1 (3,4-ethylenedioxyaniline). The product is C(C)OC1=CC=C(C=C1)NC1=NC(=NC=C1F)NC1=CC2=C(C=C1)OCCO2 (N4-(4-ethoxyphenyl)-N2-(3,4-ethylenedioxyphenyl)-5-fluoro-2,4-pyrimidinediamine). As a reaction SMILES: Cl[C:2]1[N:7]=[C:6]([NH:8][C:9]2[CH:14]=[CH:13][C:12]([O:15][CH2:16][CH3:17])=[CH:11][CH:10]=2)[C:5]([F:18])=[CH:4][N:3]=1.[CH2:19]1[CH2:29][O:28][C:27]2[CH:26]=[CH:25][C:23]([NH2:24])=[CH:22][C:21]=2[O:20]1>>[CH2:16]([O:15][C:12]1[CH:13]=[CH:14][C:9]([NH:8][C:6]2[C:5]([F:18])=[CH:4][N:3]=[C:2]([NH:24][C:23]3[CH:25]=[CH:26][C:27]4[O:28][CH2:29][CH2:19][O:20][C:21]=4[CH:22]=3)[N:7]=2)=[CH:10][CH:11]=1)[CH3:17]. Procedure: In like manner to the preparation of N4-(3,4-ethylenedioxyphenyl)-5-fluoro-N2-(3-hydroxyphenyl)-2,4-pyrimidinediamine, the reaction of 2-chloro-N4-(4-ethoxyphenyl)-5-fluoro-4-pyrimidineamine with 3,4-ethylenedioxyaniline gave N4-(4-ethoxyphenyl)-N2-(3,4-ethylenedioxyphenyl)-5-fluoro-2,4-pyrimidinediamine. 1H NMR (CDCl3): δ 7.87 (d, 1H, J=3 Hz), 7.47 (dd, 2H, J=2.4 and 5.1 Hz), 7.18 (d, 1H, J=2.4 Hz), 6.91–6.85 (m, 3H), 6.79–6.73 (m, 2H), 6.64 (bs, 1H), 4.25 (bs, 4H), 4.05 (q, 2H, J=6.9 Hz), 1.43...